This data is from the Open Reaction Database (ORD), a public repository of structured organic reaction records. The task is: describe an organic reaction: reactants, conditions, products, and yield The reactants are same solution, O.NN (hydrazine hydrate), solution, N([C@@H]([C@@H](C)CC)C(=O)N[C@@H](CC1=CC=CC=C1)C(=O)N[C@@H]([C@H](O)C)C(=O)N[C@@H](CC(N)=O)C(=O)N[C@@H](CO)C(=O)OC)C(=O)OC(C)(C)C (Boc-Ile-Phe-Thr-Asn-Ser-OMe), O.NN (hydrazine hydrate). Run in CN(C)C=O (DMF), CO (methanol). Yields the product N([C@@H]([C@@H](C)CC)C(=O)N[C@@H](CC1=CC=CC=C1)C(=O)N[C@@H]([C@H](O)C)C(=O)N[C@@H](CC(N)=O)C(=O)N[C@@H](CO)C(=O)NN)C(=O)OC(C)(C)C (Boc-Ile-Phe-Thr-Asn-Ser-NH-NH2). Yield: 78.8%. As a reaction SMILES: [NH:1]([C:43]([O:45][C:46]([CH3:49])([CH3:48])[CH3:47])=[O:44])[C@H:2]([C:7]([NH:9][C@H:10]([C:18]([NH:20][C@H:21]([C:25]([NH:27][C@H:28]([C:33]([NH:35][C@H:36]([C:39](OC)=[O:40])[CH2:37][OH:38])=[O:34])[CH2:29][C:30](=[O:32])[NH2:31])=[O:26])[C@@H:22]([CH3:24])[OH:23])=[O:19])[CH2:11][C:12]1[CH:17]=[CH:16][CH:15]=[CH:14][CH:13]=1)=O)[C@H:3]([CH2:5][CH3:6])[CH3:4].[OH2:50].[NH2:51][NH2:52]>CN(C=O)C.CO>[NH:1]([C:43]([O:45][C:46]([CH3:49])([CH3:47])[CH3:48])=[O:44])[C@H:2]([C:7]([NH:9][C@H:10]([C:18]([NH:20][C@H:21]([C:25]([NH:27][C@H:28]([C:33]([NH:35][C@H:36]([C:37]([NH:51][NH2:52])=[O:38])[CH2:39][OH:40])=[O:34])[CH2:29][C:30](=[O:32])[NH2:31])=[O:26])[C@@H:22]([CH3:24])[OH:23])=[O:19])[CH2:11][C:12]1[CH:13]=[CH:14][CH:15]=[CH:16][CH:17]=1)=[O:50])[C@H:3]([CH2:5][CH3:6])[CH3:4] |f:1.2|. Reported procedure: A solution of 5 g of Boc-Ile-Phe-Thr-Asn-Ser-OMe (7.2 mM) in 40 ml of DMF and 200 ml of methanol cooled on an ice bath has 3.6 ml of an 80% solution of hydrazine hydrate added thereto. After 21 hours of reaction at ambient temperature, 0.9 ml of the same solution of hydrazine hydrate are added. After 3 more hours, the gel obtained is filtered, washed with methanol and dried in vacuo. 3.94 g of product are obtained. Starting materials: Cc1ccccc1Nc1nc(Cl)nc2c(C)cccc12, CCO, NCCc1ccccc1. The product is Cc1ccccc1Nc1nc(NCCc2ccccc2)nc2c(C)cccc12, Cl. RXN SMILES: [CH3:1][c:2]1[cH:3][cH:4][cH:5][c:6]2[c:7]([NH:13][c:14]3[c:15]([CH3:20])[cH:16][cH:17][cH:18][cH:19]3)[n:8][c:9]([Cl:12])[n:10][c:11]12.[CH3:30][CH2:31][OH:32].[NH2:21][CH2:22][CH2:23][c:24]1[cH:25][cH:26][cH:27][cH:28][cH:29]1>>[CH3:1][c:2]1[cH:3][cH:4][cH:5][c:6]2[c:7]([NH:13][c:14]3[c:15]([CH3:20])[cH:16][cH:17][cH:18][cH:19]3)[n:8][c:9]([NH:21][CH2:22][CH2:23][c:24]3[cH:25][cH:26][cH:27][cH:28][cH:29]3)[n:10][c:11]12.[ClH:12].